From a dataset of the Open Reaction Database (ORD), a public repository of structured organic reaction records. describe an organic reaction: reactants, conditions, products, and yield Starting materials: COC(=O)CCCCCCCCCCBr, [H-], [I-], [Na+], [Na+], CN(C)C=O, O=c1[nH]c2ccccc2n1-c1ccccc1. Yields the product COC(=O)CCCCCCCCCCn1c(=O)n(-c2ccccc2)c2ccccc21. RXN SMILES: [CH3:19][O:20][C:21]([CH2:22][CH2:23][CH2:24][CH2:25][CH2:26][CH2:27][CH2:28][CH2:29][CH2:30][CH2:31][Br:32])=[O:33].[H-:2].[I-:35].[Na+:1].[Na+:34].[O:36]=[CH:37][N:38]([CH3:39])[CH3:40].[c:3]1(-[n:9]2[c:10](=[O:18])[nH:11][c:12]3[c:13]2[cH:14][cH:15][cH:16][cH:17]3)[cH:4][cH:5][cH:6][cH:7][cH:8]1>>[c:3]1(-[n:9]2[c:10](=[O:18])[n:11]([CH2:31][CH2:30][CH2:29][CH2:28][CH2:27][CH2:26][CH2:25][CH2:24][CH2:23][CH2:22][C:21]([O:20][CH3:19])=[O:33])[c:12]3[c:13]2[cH:14][cH:15][cH:16][cH:17]3)[cH:4][cH:5][cH:6][cH:7][cH:8]1. Reactants: [N+](=O)([O-])C=1C=C(N)C=CC1 (m-nitroaniline), CC(C(=O)O)(CC(=O)O)C (2,2-dimethylsuccinic acid). Run in C=1(C(=CC=CC1)C)C (xylene). Yields the product [N+](=O)([O-])C=1C=C(C=CC1)N1C(C(CC1=O)(C)C)=O (N-m-NITROPHENYL-2,2-DIMETHYLSUCCINIMIDE). Reaction SMILES: [N+:1]([C:4]1[CH:5]=[C:6]([CH:8]=[CH:9][CH:10]=1)[NH2:7])([O-:3])=[O:2].[CH3:11][C:12]([CH3:20])([CH2:16][C:17](O)=[O:18])[C:13](O)=[O:14]>C1(C)C(C)=CC=CC=1>[N+:1]([C:4]1[CH:5]=[C:6]([N:7]2[C:17](=[O:18])[CH2:16][C:12]([CH3:20])([CH3:11])[C:13]2=[O:14])[CH:8]=[CH:9][CH:10]=1)([O-:3])=[O:2]. Reported procedure: Sixty-nine grams (0.5 mole) of m-nitroaniline and 76 grams (g.) (0.52 mole) of 2,2-dimethylsuccinic acid were mixed with 200 milliliters (ml.) of xylene and heated to reflux until approximately 20 ml. of water was removed in a modified Dean Stark apparatus. On cooling, the product crystallized from solution. The mixture was diluted with 300 ml. of ether, the solid filtered off, washed with an additional 100 ml. of ether and dried. Yield was 117.5 g. of a product having a melting point (m.p.) of ... Reactants: O1CC(C2=CC=CC=C12)=O (3-coumaranone), substituted benzaldehyde, C(C)(=O)OC(C)=O (acetic anhydride). Reaction conditions: temperature 100 celsius. Yields the product C1=CC=C(C=C1)/C=C\2/C(=O)C3=CC=CC=C3O2 (aurone). Reaction SMILES: [O:1]1[C:9]2[C:4](=[CH:5][CH:6]=[CH:7][CH:8]=2)[C:3](=[O:10])[CH2:2]1.C(O[C:15](=O)[CH3:16])(=O)C>>[CH:4]1[CH:5]=[CH:6][C:15](/[CH:16]=[C:2]2/[C:3]([C:4]3[C:9]([O:1]/2)=[CH:8][CH:7]=[CH:6][CH:5]=3)=[O:10])=[CH:2][CH:3]=1. Reported procedure: In which R1 and R2 are as defined in formula I. Thus, as shown above, a 3-coumaranone is reacted with an appropriately substituted benzaldehyde and acetic anhydride by heating at a temperature up to about 100°C. for from 1 to 3 hours. The reaction mixture is treated with ice, extracted with a nonreactive organic solvent such as ether and the product from the extract is heated at reflux for about one hour with a mineral acid, such as hydrochloric acid, an alkanol such as methanol or ethanol, and ... Reactants: C1CCNCC1, CCN(C(C)C)C(C)C, ClCCl, O=S(=O)(Cl)c1ccc2c(c1)OC(c1ccccc1)(c1ccccc1)O2. Product: O=S(=O)(c1ccc2c(c1)OC(c1ccccc1)(c1ccccc1)O2)N1CCCCC1. Reaction SMILES: [CH2:26]1[CH2:27][CH2:28][NH:29][CH2:30][CH2:31]1.[CH2:32]([N:33]([CH:34]([CH3:35])[CH3:36])[CH:37]([CH3:38])[CH3:39])[CH3:40].[CH2:41]([Cl:42])[Cl:43].[c:1]1([C:7]2([c:20]3[cH:21][cH:22][cH:23][cH:24][cH:25]3)[O:8][c:9]3[c:10]([cH:12][cH:13][c:14]([S:16](=[O:17])(=[O:18])[Cl:19])[cH:15]3)[O:11]2)[cH:2][cH:3][cH:4][cH:5][cH:6]1>>[c:1]1([C:7]2([c:20]3[cH:21][cH:22][cH:23][cH:24][cH:25]3)[O:8][c:9]3[c:10]([cH:12][cH:13][c:14]([S:16](=[O:17])(=[O:18])[N:29]4[CH2:28][CH2:27][CH2:26][CH2:31][CH2:30]4)[cH:15]3)[O:11]2)[cH:2][cH:3][cH:4][cH:5][cH:6]1. Starting materials: COC=1C=C(C=2OC3=CC=CC=C3C(C2)=O)C=C(C1OC)OC (3',4',5'-trimethoxyflavone), 1.6, C(CCC)[Li].CCCCCC (butyllithium n-hexane), C(C)(C)[N-]C(C)C.[Li+] (lithium diisopropylamide), C(C)(C)NC(C)C (Diisopropylamine), C(=O)=O (dry ice). Solvent: O1CCCC1 (tetrahydrofuran), O1CCCC1 (tetrahydrofuran), O1CCCC1 (tetrahydrofuran). Reaction conditions: temperature -60 celsius. Product: COC=1C=C(C=2OC3=CC=CC=C3C(C2C(=O)O)=O)C=C(C1OC)OC (3',4',5'-trimethoxyflavone-3-carboxylic acid). RXN SMILES: C(NC(C)C)(C)C.C([Li])CCC.CCCCCC.[CH3:19][O:20][C:21]1[CH:22]=[C:23]([CH:35]=[C:36]([O:40][CH3:41])[C:37]=1[O:38][CH3:39])[C:24]1[O:25][C:26]2[C:31]([C:32](=[O:34])[CH:33]=1)=[CH:30][CH:29]=[CH:28][CH:27]=2.C([N-]C(C)C)(C)C.[Li+].[C:50](=[O:52])=[O:51]>O1CCCC1>[CH3:41][O:40][C:36]1[CH:35]=[C:23]([CH:22]=[C:21]([O:20][CH3:19])[C:37]=1[O:38][CH3:39])[C:24]1[O:25][C:26]2[C:31]([C:32](=[O:34])[C:33]=1[C:50]([OH:52])=[O:51])=[CH:30][CH:29]=[CH:28][CH:27]=2 |f:1.2,4.5|. Procedure: 9.9 ml Diisopropylamine were reacted with 12 ml tetrahydrofuran under a nitrogen atmosphere, and 44.5 ml 1.6 n butyllithium/n-hexane were added at 0° C. to this mixture, and the mixture was cooled to -60° C. Then a further 50 ml of absolute tetrahydrofuran were added, and the solution was cooled to -78° C. A solution of 15 g 3',4',5'-trimethoxyflavone in 500 ml of absolute tetrahydrofuran cooled to about -60° C. was then quickly added to the lithium diisopropylamide solution. After three minutes... The reactants are CN1CCC2=C(C1=O)C(=CC=C2)N, C1=C(C(=CN=C1Cl)Cl)I. The reagents and catalysts are C(=O)([O-])[O-].[Cs+].[Cs+], CC1(C2=C(C(=CC=C2)P(C3=CC=CC=C3)C4=CC=CC=C4)OC5=C1C=CC=C5P(C6=CC=CC=C6)C7=CC=CC=C7)C, CC(=O)O.CC(=O)O.[Pd]. Solvent: C1COCCO1. Conditions: temperature 100 celsius. Product: CN1CCC2=C(C1=O)C(=CC=C2)NC3=CC(=NC=C3Cl)Cl. The yield is 42.5%. Procedure: diacetoxypalladium (0.205 g, 0.91 mmol) was added to a stirred suspension of 2,5-dichloro-4-iodopyridine (5 g, 18.26 mmol), 8-amino-2-methyl-3,4-dihydroisoquinolin-1(2H)-one (3.22 g, 18.26 mmol), (9,9-dimethyl-9H-xanthene-4,5-diyl)bis(diphenylphosphine) (1.056 g, 1.83 mmol) and cesium carbonate (8.92 g, 27.38 mmol) dissolved in 1,4-dioxane (100 mL). The resulting suspension was degassed (3 times) with nitrogen and was stirred at 100°C for 16 hours. The reaction mixture was allowed to cool to roo...